From a dataset of the Open Reaction Database (ORD), a public repository of structured organic reaction records. describe an organic reaction: reactants, conditions, products, and yield Reactants: COc1cc(C(N)=O)ccc1[N+](=O)[O-], O=C(OC(=O)C(F)(F)F)C(F)(F)F, C1COCCO1, O, c1ccncc1. The product is COc1cc(C#N)ccc1[N+](=O)[O-]. RXN SMILES: [CH3:1][O:2][c:3]1[cH:4][c:5]([C:6](=[O:7])[NH2:8])[cH:9][cH:10][c:11]1[N+:12](=[O:13])[O-:14].[F:21][C:22]([F:23])([F:24])[C:25]([O:26][C:27](=[O:28])[C:29]([F:30])([F:31])[F:32])=[O:33].[O:35]1[CH2:36][CH2:37][O:38][CH2:39][CH2:40]1.[OH2:34].[cH:15]1[cH:16][cH:17][n:18][cH:19][cH:20]1>>[CH3:1][O:2][c:3]1[cH:4][c:5]([C:6]#[N:8])[cH:9][cH:10][c:11]1[N+:12](=[O:13])[O-:14]. Reactants: C1NCCC2=CC=CC=C12 (tetrahydroisoquinoline), [Li] (lithium), O (water), CN (methylamine), [Li] (lithium). Run in O1CCCC1 (tetrahydrofuran), C(C)(C)(C)O (t-butyl alcohol). Run at temperature -10 celsius. Product: C1NCCC2CC=CC=C12 (hexahydroisoquinoline). As a reaction SMILES: [CH2:1]1[C:10]2[C:5](=[CH:6][CH:7]=[CH:8][CH:9]=2)[CH2:4][CH2:3][NH:2]1.CN.[Li].O>O1CCCC1.C(O)(C)(C)C>[CH2:1]1[C:10]2[CH:5]([CH2:6][CH:7]=[CH:8][CH:9]=2)[CH2:4][CH2:3][NH:2]1 |^1:12|. Procedure details: Typically, the tetrahydroisoquinoline was suspended or dissolved in a cosolvent such as tetrahydrofuran or t-butyl alcohol. This mixture was cooled to −10° C. and methylamine was added and the temperature was maintained at −10° C. The lithium metal was charged in portions and the reaction mixture was stirred at −10° C. for another 30 minutes to about 2 hours after sufficient lithium metal was charged. The reaction mixture was warmed to room temperature and then added to water to produce the prod...